This data is from the Open Reaction Database (ORD), a public repository of structured organic reaction records. The task is: describe an organic reaction: reactants, conditions, products, and yield The reactants are BrCc1ccccc1, [H-], [Na+], CN(C)C=O, CC12CCC3c4ccc(O)cc4CCC3C1CCC2O. The product is CC12CCC3c4ccc(OCc5ccccc5)cc4CCC3C1CCC2O. Reaction SMILES: [Br:23][CH2:24][c:25]1[cH:26][cH:27][cH:28][cH:29][cH:30]1.[H-:22].[Na+:21].[O:31]=[CH:32][N:33]([CH3:34])[CH3:35].[OH:1][c:2]1[cH:3][c:4]2[c:17]([cH:18][cH:19]1)[CH:16]1[CH:7]([CH2:6][CH2:5]2)[CH:8]2[CH2:9][CH2:10][CH:11]([OH:20])[C:12]2([CH3:13])[CH2:14][CH2:15]1>>[O:1]([c:2]1[cH:3][c:4]2[c:17]([cH:18][cH:19]1)[CH:16]1[CH:7]([CH2:6][CH2:5]2)[CH:8]2[CH2:9][CH2:10][CH:11]([OH:20])[C:12]2([CH3:13])[CH2:14][CH2:15]1)[CH2:24][c:25]1[cH:26][cH:27][cH:28][cH:29][cH:30]1. Starting materials: BrC1C(CCCC1)=O (2-bromocyclohexanone), methyl ester, CNC=1C(C(=O)O)=CC=CC1 (N-methylanthranilic acid). Product: methyl ester, CN1C=2CCCCC2C=2C=CC=C(C12)C(=O)O (9-methyl-5,6,7,8-tetrahydrocarbazole-1-carboxylic acid). Isolated yield 15.0%. As a reaction SMILES: Br[CH:2]1[CH2:7][CH2:6][CH2:5][CH2:4][C:3]1=O.[CH3:9][NH:10][C:11]1[C:12](=[CH:16][CH:17]=[CH:18][CH:19]=1)[C:13]([OH:15])=[O:14]>>[CH3:9][N:10]1[C:11]2[C:12]([C:13]([OH:15])=[O:14])=[CH:16][CH:17]=[CH:18][C:19]=2[C:2]2[CH2:7][CH2:6][CH2:5][CH2:4][C:3]1=2. Procedure details: Under the conditions of Example 59, 2-bromocyclohexanone is reacted with the methyl ester of N-methylanthranilic acid. After recrystallization from methanol, the methyl ester of 9-methyl-5,6,7,8-tetrahydrocarbazole-1-carboxylic acid is obtained in a 15% yield, m.p. 56° C. The reactants are C=CCOCc1cc(Cl)c(Cc2ccc(CC)cc2)cc1C1OC(CO)C(O)C(O)C1O, ClCCl, O=C(OO)c1cccc(Cl)c1. Product: CCc1ccc(Cc2cc(C3OC(CO)C(O)C(O)C3O)c(COCC3CO3)cc2Cl)cc1. Reaction SMILES: [CH2:1]([CH:2]=[CH2:3])[O:4][CH2:5][c:6]1[c:7]([CH:22]2[O:23][CH:24]([CH2:31][OH:32])[CH:25]([OH:30])[CH:26]([OH:29])[CH:27]2[OH:28])[cH:8][c:9]([CH2:13][c:14]2[cH:15][cH:16][c:17]([CH2:20][CH3:21])[cH:18][cH:19]2)[c:10]([Cl:12])[cH:11]1.[Cl:44][CH2:45][Cl:46].[OH:33][O:34][C:35]([c:36]1[cH:37][c:38]([Cl:39])[cH:40][cH:41][cH:42]1)=[O:43]>>[CH2:1]([CH:2]1[CH2:3][O:33]1)[O:4][CH2:5][c:6]1[c:7]([CH:22]2[O:23][CH:24]([CH2:31][OH:32])[CH:25]([OH:30])[CH:26]([OH:29])[CH:27]2[OH:28])[cH:8][c:9]([CH2:13][c:14]2[cH:15][cH:16][c:17]([CH2:20][CH3:21])[cH:18][cH:19]2)[c:10]([Cl:12])[cH:11]1. Reactants: ClC1=CC=C(C(C=O)=C1)O (5-chlorosalicylaldehyde), COC1=CC=C(NS(=O)(=O)CC(=O)O)C=C1 (4-methoxyanilinosulfonyl acetic acid). Solvent: C(C)(=O)O (acetic acid). Product: ClC=1C=C2C=C(C(OC2=CC1)=O)S(=O)(=O)NC1=CC=C(C=C1)OC (6-Chloro-N-(4-methoxyphenyl)-2-oxo-2H-chromene-3-sulfonamide). As a reaction SMILES: [Cl:1][C:2]1[CH:9]=[C:6]([CH:7]=O)[C:5]([OH:10])=[CH:4][CH:3]=1.[CH3:11][O:12][C:13]1[CH:26]=[CH:25][C:16]([NH:17][S:18]([CH2:21][C:22](O)=[O:23])(=[O:20])=[O:19])=[CH:15][CH:14]=1>C(O)(=O)C>[Cl:1][C:2]1[CH:9]=[C:6]2[C:5](=[CH:4][CH:3]=1)[O:10][C:22](=[O:23])[C:21]([S:18]([NH:17][C:16]1[CH:25]=[CH:26][C:13]([O:12][CH3:11])=[CH:14][CH:15]=1)(=[O:20])=[O:19])=[CH:7]2. Reported procedure: A solution of 5-chlorosalicylaldehyde (1 mmol) and 4-methoxyanilinosulfonyl acetic acid (1 mmol) in acetic acid (10 mL) was subjected to the General Procedure 1, Method A to yield the title compound; m.p. 175-177° C. Reactants: ( ε4000 ), N(C1=CC=CC=C1)C1=CC=C(C=2C(C3=CC=CC=C3C(C12)=O)=O)S(=O)(=O)C1=CC=C(C)C=C1 (1-(anilino)-4-tosylanthraquinone), C(CCC)N (n-butylamine), Xylenes. Product: N(C1=CC=CC=C1)C1=CC=C(C=2C(C3=CC=CC=C3C(C12)=O)=O)NCCCC (1-(anilino)-4-(n-butylamino)-anthraquinone). The yield is 90.0%. RXN SMILES: [NH:1]([C:8]1[C:21]2[C:20](=[O:22])[C:19]3[C:14](=[CH:15][CH:16]=[CH:17][CH:18]=3)[C:13](=[O:23])[C:12]=2[C:11](S(C2C=CC(C)=CC=2)(=O)=O)=[CH:10][CH:9]=1)[C:2]1[CH:7]=[CH:6][CH:5]=[CH:4][CH:3]=1.[CH2:34]([NH2:38])[CH2:35][CH2:36][CH3:37]>>[NH:1]([C:8]1[C:21]2[C:20](=[O:22])[C:19]3[C:14](=[CH:15][CH:16]=[CH:17][CH:18]=3)[C:13](=[O:23])[C:12]=2[C:11]([NH:38][CH2:34][CH2:35][CH2:36][CH3:37])=[CH:10][CH:9]=1)[C:2]1[CH:3]=[CH:4][CH:5]=[CH:6][CH:7]=1. Procedure: 1-(anilino)-4-(n-butylamino)-anthraquinone was prepared by reaction of 1-(anilino)-4-tosylanthraquinone with n-butylamine. The isolated and purified reaction product has the structure illustrated below. ##STR15## The yield was 90% and m.p. 118°-120° C. Mass spectrum, m/e 370 (M+), 327 (M-C3H7), 299 (327-CO); 1H-NMR (CD2Cl2)δ12.17 (br s, 1H), 10.78 (br s, 1H), 8.37-8.27 (m, 2H) 7.76-7.39 (m, 4H), 7.33-7.10 (m, 5H), 3.65-3.05 (m, 2H), 1.72-1.38 (m, 4H), 1.07-0.92 (t, 3H); UV/VIS max (Xylenes) 388 ...